Dataset: the Open Reaction Database (ORD), a public repository of structured organic reaction records. Task: describe an organic reaction: reactants, conditions, products, and yield Procedure details: The title compound was prepared by substituting 3-cyclopropyl-N-(tert-butoxycarbonyl)-L-alanine for (S)-2-(tert-butoxycarbonyl(methyl)amino)-4,4-dimethylpentanoic acid and (3aR,4S,6aS)-2-(4-(trifluoromethoxy)phenyl)octahydrocyclopenta[c]pyrrol-4-amine from Example 716 Step 1 for (3aR,4S,6aS)-2-(6-(trifluoromethyl)pyridin-2-yl)octahydrocyclopenta[c]pyrrol-4-amine in the procedure described in Example 587: 1H NMR (400 MHz, pyridine-d5) δ ppm 8.33 (d, J=7.6, 1H), 7.20-7.18 (m, 2H), 6.62-6.54 (m, 2H... The product is C1(CC1)C[C@H](N)C(=O)N[C@H]1CC[C@@H]2CN(C[C@@H]21)C2=CC=C(C=C2)OC(F)(F)F (3-cyclopropyl-N-{(3aR,4S,6aS)-2-[4-(trifluoromethoxy)phenyl]octahydrocyclopenta[c]pyrrol-4-yl}-L-alaninamide). Reaction SMILES: C(OC([N:8](C)[C@@H:9]([CH2:13][C:14]([CH3:17])([CH3:16])C)[C:10]([OH:12])=O)=O)(C)(C)C.[F:19][C:20]([F:38])([F:37])[O:21][C:22]1[CH:27]=[CH:26][C:25]([N:28]2[CH2:32][C@@H:31]3[C@@H:33]([NH2:36])[CH2:34][CH2:35][C@@H:30]3[CH2:29]2)=[CH:24][CH:23]=1.FC(F)(F)C1N=C(N2C[C@@H]3[C@@H](N)CC[C@@H]3C2)C=CC=1>>[CH:14]1([CH2:13][C@@H:9]([C:10]([NH:36][C@@H:33]2[C@@H:31]3[C@@H:30]([CH2:29][N:28]([C:25]4[CH:24]=[CH:23][C:22]([O:21][C:20]([F:19])([F:37])[F:38])=[CH:27][CH:26]=4)[CH2:32]3)[CH2:35][CH2:34]2)=[O:12])[NH2:8])[CH2:16][CH2:17]1. Starting materials: C(C)(C)(C)OC(=O)N([C@H](C(=O)O)CC(C)(C)C)C ((S)-2-(tert-butoxycarbonyl(methyl)amino)-4,4-dimethylpentanoic acid), FC(OC1=CC=C(C=C1)N1C[C@@H]2[C@H](C1)[C@H](CC2)N)(F)F ((3aR,4S,6aS)-2-(4-(Trifluoromethoxy)phenyl)octahydrocyclopenta[c]pyrrol-4-amine), FC(C1=CC=CC(=N1)N1C[C@@H]2[C@H](C1)[C@H](CC2)N)(F)F ((3aR,4S,6aS)-2-(6-(trifluoromethyl)pyridin-2-yl)octahydrocyclopenta[c]pyrrol-4-amine).